describe an organic reaction: reactants, conditions, products, and yield From a dataset of the Open Reaction Database (ORD), a public repository of structured organic reaction records. Starting materials: COc1ccc(C(=O)c2ccc(Cl)cc2)c(O)c1, Cl, NO, c1ccncc1. Yields the product COc1ccc(C(=NO)c2ccc(Cl)cc2)c(O)c1. Reaction SMILES: [Cl:1][c:2]1[cH:3][cH:4][c:5]([C:8]([c:9]2[c:10]([OH:17])[cH:11][c:12]([O:15][CH3:16])[cH:13][cH:14]2)=[O:18])[cH:6][cH:7]1.[ClH:19].[NH2:20][OH:21].[cH:22]1[cH:23][cH:24][n:25][cH:26][cH:27]1>>[Cl:1][c:2]1[cH:3][cH:4][c:5]([C:8]([c:9]2[c:10]([OH:17])[cH:11][c:12]([O:15][CH3:16])[cH:13][cH:14]2)=[N:20][OH:21])[cH:6][cH:7]1. The reactants are COC(=O)c1cc(C)c(N)cc1C(=O)OC, CCOC(C)=O, F, O=N[O-], [Na+], [Na+], [OH-], c1ccncc1. The product is COC(=O)c1cc(C)c(F)cc1C(=O)OC. RXN SMILES: [CH3:1][c:2]1[cH:3][c:4]([C:13](=[O:14])[O:15][CH3:16])[c:5]([C:6](=[O:7])[O:8][CH3:9])[cH:10][c:11]1[NH2:12].[CH3:30][CH2:31][O:32][C:33](=[O:34])[CH3:35].[FH:17].[N:24]([O-:25])=[O:26].[Na+:27].[Na+:29].[OH-:28].[cH:18]1[cH:19][cH:20][n:21][cH:22][cH:23]1>>[CH3:1][c:2]1[cH:3][c:4]([C:13](=[O:14])[O:15][CH3:16])[c:5]([C:6](=[O:7])[O:8][CH3:9])[cH:10][c:11]1[F:17].